This data is from the Open Reaction Database (ORD), a public repository of structured organic reaction records. The task is: describe an organic reaction: reactants, conditions, products, and yield Starting materials: CCCCCC1CCC(CCc2ccc(C=C(Br)Br)cc2)CC1, [Li]CCCC, CCCCCC, [Na+], C1CCOC1, [OH-]. Product: C#Cc1ccc(CCC2CCC(CCCCC)CC2)cc1. RXN SMILES: [Br:1][C:2](=[CH:3][c:4]1[cH:5][cH:6][c:7]([CH2:10][CH2:11][CH:12]2[CH2:13][CH2:14][CH:15]([CH2:18][CH2:19][CH2:20][CH2:21][CH3:22])[CH2:16][CH2:17]2)[cH:8][cH:9]1)[Br:23].[CH2:24]([Li:25])[CH2:26][CH2:27][CH3:28].[CH3:36][CH2:37][CH2:38][CH2:39][CH2:40][CH3:41].[Na+:30].[O:31]1[CH2:32][CH2:33][CH2:34][CH2:35]1.[OH-:29]>>[CH:2]#[C:3][c:4]1[cH:5][cH:6][c:7]([CH2:10][CH2:11][CH:12]2[CH2:13][CH2:14][CH:15]([CH2:18][CH2:19][CH2:20][CH2:21][CH3:22])[CH2:16][CH2:17]2)[cH:8][cH:9]1. Reactants: BrC1=CC=C(OC(CNS(=O)(=O)C(C)C)C)C=C1 ([2-(4-Bromophenoxy)propyl][(methylethyl)sulfonyl]amine), C1(CCCC1)B(O)O (cyclopentylboronic acid), C(Cl)Cl (CH2Cl2), [OH-].[Na+] (sodium hydroxide), C1CCOC1 (THF). Reaction conditions: temperature 65 celsius. Product: CC(C)S(=O)(=O)NCC(C)OC1=CC=C(C=C1)C1=CC=C(C=C1)OC(CNS(=O)(=O)C(C)C)C ([(methylethyl)sulfonyl](2-{4-[4-(1-methyl-2-{[(methylethyl)sulfonyl]amino}ethoxy)phenyl]phenoxy}propyl)amine). As a reaction SMILES: Br[C:2]1[CH:18]=[CH:17][C:5]([O:6][CH:7]([CH3:16])[CH2:8][NH:9][S:10]([CH:13]([CH3:15])[CH3:14])(=[O:12])=[O:11])=[CH:4][CH:3]=1.[CH:19]1(B(O)O)[CH2:23][CH2:22][CH2:21]C1.C(Cl)Cl.[OH-:30].[Na+].[CH2:32]1[CH2:36][O:35][CH2:34][CH2:33]1>>[CH3:14][CH:13]([S:10]([NH:9][CH2:8][CH:7]([O:6][C:5]1[CH:17]=[CH:18][C:2]([C:22]2[CH:21]=[CH:32][C:36]([O:35][CH:34]([CH3:33])[CH2:8][NH:9][S:10]([CH:13]([CH3:15])[CH3:14])(=[O:11])=[O:30])=[CH:19][CH:23]=2)=[CH:3][CH:4]=1)[CH3:16])(=[O:12])=[O:11])[CH3:15] |f:3.4|. Procedure: [2-(4-Bromophenoxy)propyl][(methylethyl)sulfonyl]amine (200 mg, 0.595 mmol), cyclopentylboronic acid (60 mg, 0.714 mmol), ([1,1′-bis(diphenylphosphino)ferrocene]dichloropalladium(II) complex with CH2Cl2 (4 mg, 0.024 mmol), and 2M sodium hydroxide (1 mL) were combined with THF (4 mL) in a 15 ml round-bottomed flask, fitted with a condenser, and stirbar, in a temperature regulated oil bath, and refluxed at 65° C. overnight in a nitrogen system. After cooling to room temperature, the reaction mixtu... The reactants are OCCN1C=CC=C1 (1-(2-hydroxyethyl)pyrrole), N1=CC=CC=C1 (pyridine), C(C)(=O)OC(C)=O (acetic anhydride), C(C)(=O)OC(C)=O (acetic anhydride). The solvent is O (water). Product: C(C)(=O)OCCN1C=CC=C1 (1-(2-acetoxyethyl)pyrrole). Yield: 55.0%. Reaction SMILES: [C:1]([O:4][C:5](=[O:7])[CH3:6])(=O)[CH3:2].OCC[N:11]1[CH:15]=[CH:14][CH:13]=[CH:12]1.N1C=CC=CC=1>O>[C:5]([O:4][CH2:1][CH2:2][N:11]1[CH:15]=[CH:14][CH:13]=[CH:12]1)(=[O:7])[CH3:6]. Procedure: The resulting product is reacted with acetic anhydride in accordance with the method of F. F. Blicheand E. S. Blake, J.Am.Chem.Soc.,53, 1015 (1931). A mixture of 1-(2-hydroxyethyl)pyrrole (147 g, 1.32 mole), pyridine (415 ml) and acetic anhydride (139 ml) is heated on a steam bath for 0.5 hours. The reaction mixture is cooled to room temperature, poured into water (one 1) and the product is extracted into ethyl acetate (3×1 l). The extract is washed successively with dilute hydrochloric acid, sa... Starting materials: BrCC([C@H]1CC[C@H]2[C@@H]3CC[C@H]4C[C@@H](CC[C@]4(C)[C@H]3C(C[C@]12C)=O)O)=O (21-bromo-3α-hydroxy-5α-pregnane-11,20-dione), O1CCN(CC1)CCS (2-Morpholinoethanethiol), [Na] (sodium), C1(=CC=CC=C1)C (toluene). The solvent is C(C)(C)O (isopropyl alcohol). Run at time 5 minute. Yields the product O[C@H]1C[C@@H]2CC[C@H]3[C@@H]4CC[C@H](C(CSCCN5CCOCC5)=O)[C@]4(CC([C@@H]3[C@]2(CC1)C)=O)C (3α-Hydroxy-21-[2'-morpholinoethylthio]-5α-pregnane-11,20-dione). Reaction SMILES: [O:1]1[CH2:6][CH2:5][N:4]([CH2:7][CH2:8][SH:9])[CH2:3][CH2:2]1.[Na].C1(C)C=CC=CC=1.Br[CH2:19][C:20](=[O:42])[C@@H:21]1[C@:38]2([CH3:39])[C@H:24]([C@H:25]3[C@H:35]([C:36](=[O:40])[CH2:37]2)[C@:33]2([CH3:34])[C@H:28]([CH2:29][C@H:30]([OH:41])[CH2:31][CH2:32]2)[CH2:27][CH2:26]3)[CH2:23][CH2:22]1>C(O)(C)C>[OH:41][C@@H:30]1[CH2:31][CH2:32][C@@:33]2([CH3:34])[C@@H:28]([CH2:27][CH2:26][C@@H:25]3[C@@H:35]2[C:36](=[O:40])[CH2:37][C@@:38]2([CH3:39])[C@H:24]3[CH2:23][CH2:22][C@@H:21]2[C:20](=[O:42])[CH2:19][S:9][CH2:8][CH2:7][N:4]2[CH2:5][CH2:6][O:1][CH2:2][CH2:3]2)[CH2:29]1 |^1:9|. Procedure details: 2-Morpholinoethanethiol (1 ml.) was added to a warm solution of sodium (0.6 g.) in a mixture of dry toluene (30 ml.) and isopropyl alcohol (25 ml.). After 5 min., 21-bromo-3α-hydroxy-5α-pregnane-11,20-dione (2.0 g.) was added and the resulting mixture was stirred at 40° for 30 min. The mixture was then partitioned between water and ether and the organic layer was washed with water, dried (Na2SO4) and evaporated. The residue was subjected to preparative t.l.c. (EtOAc) to give title compound (150 ...